Dataset: the Open Reaction Database (ORD), a public repository of structured organic reaction records. Task: describe an organic reaction: reactants, conditions, products, and yield Reactants: C(C)(=O)N1CCN(CC1)C1=CC(=C(C=C1)[N+](=O)[O-])F (1-Acetyl-4-(3-fluoro-4-nitrophenyl)piperazine), Cl (hydrochloric acid). Yields the product Cl.FC=1C=C(C=CC1[N+](=O)[O-])N1CCNCC1 (1-(3-Fluoro-4-nitrophenyl)piperazine hydrochloride). RXN SMILES: C([N:4]1[CH2:9][CH2:8][N:7]([C:10]2[CH:15]=[CH:14][C:13]([N+:16]([O-:18])=[O:17])=[C:12]([F:19])[CH:11]=2)[CH2:6][CH2:5]1)(=O)C.[ClH:20]>>[ClH:20].[F:19][C:12]1[CH:11]=[C:10]([N:7]2[CH2:8][CH2:9][NH:4][CH2:5][CH2:6]2)[CH:15]=[CH:14][C:13]=1[N+:16]([O-:18])=[O:17] |f:2.3|. Reported procedure: 1-Acetyl-4-(3-fluoro-4-nitrophenyl)piperazine (1.08 g), and 2N hydrochloric acid (20 ml) were refluxed for 30 minutes. The solution was then evaporated to dryness, the residue triturated with methanol, the whole re-evaporated to remove hydrochloric acid, and the residue crystallized from methanol/ethanol, yielding the title compound, (0.78 g), m.p. 271°-3°. Reactants: N#CC(O)c1cccc(Oc2ccccc2)c1, CC1(C)C(C=CC(=O)OC2CCCCC2)C1C(=O)O. Product: CC1(C)C(C=CC(=O)OC2CCCCC2)C1C(=O)OC(C#N)c1cccc(Oc2ccccc2)c1. As a reaction SMILES: [C:20](#[N:21])[CH:22]([c:23]1[cH:24][c:25]([O:29][c:30]2[cH:31][cH:32][cH:33][cH:34][cH:35]2)[cH:26][cH:27][cH:28]1)[OH:36].[CH3:1][C:2]1([CH3:19])[CH:3]([C:16](=[O:17])[OH:18])[CH:4]1[CH:5]=[CH:6][C:7](=[O:8])[O:9][CH:10]1[CH2:11][CH2:12][CH2:13][CH2:14][CH2:15]1>>[CH3:1][C:2]1([CH3:19])[CH:3]([C:16](=[O:17])[O:18][CH:22]([C:20]#[N:21])[c:23]2[cH:24][c:25]([O:29][c:30]3[cH:31][cH:32][cH:33][cH:34][cH:35]3)[cH:26][cH:27][cH:28]2)[CH:4]1[CH:5]=[CH:6][C:7](=[O:8])[O:9][CH:10]1[CH2:11][CH2:12][CH2:13][CH2:14][CH2:15]1. The reactants are C(C1=CC=CC=C1)(=O)NN (benzohydrazide). Solvent: C(C(C)C)C(=O)C (methyl isobutyl ketone). Run at temperature 5 celsius. The product is CC(CC(C)C)=NNC(C1=CC=CC=C1)=O (N′-(1,3-dimethylbutylidene)benzohydrazide). Reaction SMILES: [C:1]([NH:9][NH2:10])(=[O:8])[C:2]1[CH:7]=[CH:6][CH:5]=[CH:4][CH:3]=1>C(C(C)=O)C(C)C>[CH3:5][C:4](=[N:10][NH:9][C:1](=[O:8])[C:2]1[CH:7]=[CH:6][CH:5]=[CH:4][CH:3]=1)[CH2:3][CH:2]([CH3:7])[CH3:1]. Procedure details: A four neck flask (2 liters) equipped with a thermometer, a Dean-Stark type reflux condenser and a stirrer was charged with 68.0 g (0.5 mol) of benzohydrazide and 600 ml of methyl isobutyl ketone and then heated under reflux for 5 hours. The reaction liquid was cooled down to 5° C. or lower, and then crystal was filtered off and dried under reduced pressure, whereby white crystal was obtained. Reaction SMILES: [CH2:30]1[O:31][CH2:32][CH2:33][CH2:34]1.[CH3:28][OH:29].[CH3:35][CH2:36][O:37][C:38](=[O:39])[CH3:40].[OH2:27].[OH:1][CH:2]([CH2:3][C:4]1([C:18](=[O:19])[O:20][C:21]([CH3:22])([CH3:23])[CH3:24])[CH2:5][N:6]([c:10]2[c:11]([CH3:17])[cH:12][cH:13][cH:14][c:15]2[CH3:16])[C:7](=[O:9])[CH2:8]1)[CH2:25][OH:26]>>[O:1]=[CH:2][CH2:3][C:4]1([C:18](=[O:19])[O:20][C:21]([CH3:22])([CH3:23])[CH3:24])[CH2:5][N:6]([c:10]2[c:11]([CH3:17])[cH:12][cH:13][cH:14][c:15]2[CH3:16])[C:7](=[O:9])[CH2:8]1. Yields the product Cc1cccc(C)c1N1CC(CC=O)(C(=O)OC(C)(C)C)CC1=O. Starting materials: C1CCOC1, CO, CCOC(C)=O, O, Cc1cccc(C)c1N1CC(CC(O)CO)(C(=O)OC(C)(C)C)CC1=O. The reactants are C(#N)C1=C(C(=CC=C1)[N+](=O)[O-])C#N (1,2-dicyano-3-nitrobenzene), [O-]C1=CC=CC=C1.[Na+] (sodium phenoxide), O (water). Solvent: CN(C=O)C (dimethylformamide). Yields the product petroleum spirit, C(#N)C1=C(C(=CC=C1)OC1=CC=CC=C1)C#N (1,2-dicyano-3-phenoxybenzene). Yield: 60.0%. Reaction SMILES: [C:1]([C:3]1[CH:8]=[CH:7][CH:6]=[C:5]([N+]([O-])=O)[C:4]=1[C:12]#[N:13])#[N:2].[O-:14][C:15]1[CH:20]=[CH:19][CH:18]=[CH:17][CH:16]=1.[Na+].O>CN(C)C=O>[C:1]([C:3]1[CH:8]=[CH:7][CH:6]=[C:5]([O:14][C:15]2[CH:20]=[CH:19][CH:18]=[CH:17][CH:16]=2)[C:4]=1[C:12]#[N:13])#[N:2] |f:1.2|. Procedure: A solution of 1,2-dicyano-3-nitrobenzene (2.77 parts) and sodium phenoxide (2.79 parts) in dimethylformamide (50 parts) was stirred at 120° C. for 2 hours. The reaction mixture was poured into water and extracted with diethyl ether (100 parts). The diethyl ether extract was washed with 5% aqueous potassium hydroxide solution (2×200 parts) and water (2×200 parts) and the diethyl ether was removed under reduced pressure to leave a solid. Recrystallisation of the solid from a 1:1 diethyl ether:petr... The reactants are CS(=O)(=O)OCCOC1=CC=C(C=C1)B1OC(C(O1)(C)C)(C)C (2-[4-(4,4,5,5-tetramethyl-1,3,2-dioxaborolan-2-yl)phenoxy]ethyl methanesulfonate), N[C@H]([C@H](O)C1=CC=C(C=C1)O)C (4-((1R,2S)-2-amino-1-hydroxypropyl)phenol), C(C)(=O)OCC (Ethyl acetate). The solvent is CN(C=O)C (N,N-dimethylformamide). Reaction conditions: temperature 80 celsius, time 5 hour. The product is CC1(OB(OC1(C)C)C1=CC=C(OCCN[C@H]([C@H](O)C2=CC=C(C=C2)O)C)C=C1)C (4-((1R,2S)-2-{2-[4-(4,4,5,5-Tetramethyl-1,3,2-dioxaborolan-2-yl)phenoxy]ethylamino}-1-hydroxypropyl)phenol). Yield: 16.6%. RXN SMILES: CS(O[CH2:6][CH2:7][O:8][C:9]1[CH:14]=[CH:13][C:12]([B:15]2[O:19][C:18]([CH3:21])([CH3:20])[C:17]([CH3:23])([CH3:22])[O:16]2)=[CH:11][CH:10]=1)(=O)=O.[NH2:24][C@@H:25]([CH3:35])[C@@H:26]([C:28]1[CH:33]=[CH:32][C:31]([OH:34])=[CH:30][CH:29]=1)[OH:27].C(OCC)(=O)C>CN(C)C=O>[CH3:21][C:18]1([CH3:20])[C:17]([CH3:22])([CH3:23])[O:16][B:15]([C:12]2[CH:11]=[CH:10][C:9]([O:8][CH2:7][CH2:6][NH:24][C@@H:25]([CH3:35])[C@@H:26]([C:28]3[CH:33]=[CH:32][C:31]([OH:34])=[CH:30][CH:29]=3)[OH:27])=[CH:14][CH:13]=2)[O:19]1. Procedure: A mixture of 2-[4-(4,4,5,5-tetramethyl-1,3,2-dioxaborolan-2-yl)phenoxy]ethyl methanesulfonate (1.20 g) and 4-((1R,2S)-2-amino-1-hydroxypropyl)phenol (1.76 g) in N,N-dimethylformamide (20 mL) was stirred at 80° C. for 5 hrs. Ethyl acetate was added to the reaction mixture. The organic layer was washed with water and brine, and dried over anhydrous magnesium sulfate. The solvent was evaporated under reduced pressure, and the residue was purified by silica gel column chromatography (eluent:n-hexane... The reactants are C(C1=CC=CC=C1)N1C=NC(=C1C)CC1CCC=2N(C3=CC=CC=C3C2)C1=O (7-[(1-benzyl-5-methyl-1H-imidazol-4-yl)methyl]-8,9-dihydropyrido[1,2-a]indol-6(7H)-one), CNC (dimethylamine), C=O (formaldehyde). The solvent is C(C)(=O)O (acetic acid). Run at temperature 60 celsius. Yields the product C(C1=CC=CC=C1)N1C=NC(=C1C)CC1CCC=2N(C3=CC=CC=C3C2CN(C)C)C1=O (7-[(1-benzyl-5-methyl-1H-imidazol-4-yl)methyl]-10-[(dimethylamino)methyl]-8,9-dihydropyrido[1,2-a]indol-6(7H)-one). RXN SMILES: [CH2:1]([N:8]1[C:12]([CH3:13])=[C:11]([CH2:14][CH:15]2[C:27](=[O:28])[N:19]3[C:20]4[C:25]([CH:26]=[C:18]3[CH2:17][CH2:16]2)=[CH:24][CH:23]=[CH:22][CH:21]=4)[N:10]=[CH:9]1)[C:2]1[CH:7]=[CH:6][CH:5]=[CH:4][CH:3]=1.[CH3:29][NH:30][CH3:31].[CH2:32]=O>C(O)(=O)C>[CH2:1]([N:8]1[C:12]([CH3:13])=[C:11]([CH2:14][CH:15]2[C:27](=[O:28])[N:19]3[C:20]4[C:25]([C:26]([CH2:29][N:30]([CH3:32])[CH3:31])=[C:18]3[CH2:17][CH2:16]2)=[CH:24][CH:23]=[CH:22][CH:21]=4)[N:10]=[CH:9]1)[C:2]1[CH:7]=[CH:6][CH:5]=[CH:4][CH:3]=1. Procedure: To a solution of 7-[(1-benzyl-5-methyl-1H-imidazol-4-yl)methyl]-8,9-dihydropyrido[1,2-a]indol-6(7H)-one (451 mg) in acetic acid (2.5 ml) at 10° C. were added successively aqueous 50% dimethylamine solution (0.17 ml) and aqueous 35% formaldehyde solution (0.16 ml). The mixture was heated at 60° C. for 16 hours. After evaporation of the solvent, the residue was dissolved in water, made basic with aqueous 3N sodium hydroxide solution, and extracted twice with chloroform. The chloroform layer was wa... The reactants are NC=1C=C2C=3CC(CCC3NC2=CC1)N(C)C (6-amino-3-(dimethyl)amino-1,2,3,4-tetrahydro-9H-carbazole), ClC1=C(C(=O)Cl)C=CC=C1 (2-chlorobenzoyl chloride). Yields the product ClC1=C(C(=O)NC=2C=C3C=4CC(CCC4NC3=CC2)N(C)C)C=CC=C1 (6-(2-chlorobenzoyl)amino-3-(dimethyl)amino-1,2,3,4-tetrahydro-9H-carbazole). Yield: 72.7%. Reaction SMILES: [NH2:1][C:2]1[CH:3]=[C:4]2[C:12](=[CH:13][CH:14]=1)[NH:11][C:10]1[CH2:9][CH2:8][CH:7]([N:15]([CH3:17])[CH3:16])[CH2:6][C:5]2=1.[Cl:18][C:19]1[CH:27]=[CH:26][CH:25]=[CH:24][C:20]=1[C:21](Cl)=[O:22]>>[Cl:18][C:19]1[CH:27]=[CH:26][CH:25]=[CH:24][C:20]=1[C:21]([NH:1][C:2]1[CH:3]=[C:4]2[C:12](=[CH:13][CH:14]=1)[NH:11][C:10]1[CH2:9][CH2:8][CH:7]([N:15]([CH3:17])[CH3:16])[CH2:6][C:5]2=1)=[O:22]. Reported procedure: Beginning with 10.4 mg (0.046 mMol) 6-amino-3-(dimethyl)amino-1,2,3,4-tetrahydro-9H-carbazole and 5.7 mg (0.051 mMol) 2-chlorobenzoyl chloride, 12.3 mg (73%) of the title compound were recovered as a beige solid. Starting materials: ClC(Cl)Cl, COc1ccc(-c2ccc(CO)c(F)c2)cc1, O=S(Cl)Cl. Product: COc1ccc(-c2ccc(CCl)c(F)c2)cc1. RXN SMILES: [CH:22]([Cl:23])([Cl:24])[Cl:25].[F:5][c:6]1[cH:7][c:8](-[c:14]2[cH:15][cH:16][c:17]([O:20][CH3:21])[cH:18][cH:19]2)[cH:9][cH:10][c:11]1[CH2:12][OH:13].[S:1]([Cl:2])([Cl:3])=[O:4]>>[Cl:3][CH2:12][c:11]1[c:6]([F:5])[cH:7][c:8](-[c:14]2[cH:15][cH:16][c:17]([O:20][CH3:21])[cH:18][cH:19]2)[cH:9][cH:10]1.